This data is from the Open Reaction Database (ORD), a public repository of structured organic reaction records. The task is: describe an organic reaction: reactants, conditions, products, and yield Reactants: [F-].[K+] (potassium fluoride), C1CCCS1(=O)=O (tetramethylene sulphone), ClC=1C=C(C=CC1Cl)[N+](=O)[O-] (3,4-dichloro-nitrobenzene). Reagents/catalysts: [Cl-].C[N+](CCCCCCCC)(CCCCCCCC)CCCCCCCC (methyl -trioctyl-ammonium chloride), [Al+3].[Cl-].[Cl-].[Cl-] (AlCl3). The product is ClC=1C=C(C=CC1F)[N+](=O)[O-] (3-chloro-4-fluoro-nitrobenzene). Isolated yield 84.9%. Reaction SMILES: [F-:1].[K+].C1S(=O)(=O)CCC1.[Cl:10][C:11]1[CH:12]=[C:13]([N+:18]([O-:20])=[O:19])[CH:14]=[CH:15][C:16]=1Cl>[Cl-].C[N+](CCCCCCCC)(CCCCCCCC)CCCCCCCC.[Al+3].[Cl-].[Cl-].[Cl-]>[Cl:10][C:11]1[CH:12]=[C:13]([N+:18]([O-:20])=[O:19])[CH:14]=[CH:15][C:16]=1[F:1] |f:0.1,4.5,6.7.8.9|. Reported procedure: A mixture of 87 g (1.5 mol) of potassium fluoride and 250 g of tetramethylene sulphone in a glass reaction vessel was subjected to incipient distillation for the removal of water until 25 g of tetramethylene sulphone had passed over. 192 g of 3,4-dichloro-nitrobenzene, 10 g (0.025 mol) of methyl -trioctyl-ammonium chloride and 1.65 g (0.0125 mol) of AlCl3 were then added and the was 97% (determined by gas chromatography). The reaction mixture was then worked up by distillation. 149 g of 3-chloro... Starting materials: O=C1NC=2C=CC=CC2C=2N1N=C(C2)NC(C)=O (N-(5,6-dihydro-5-oxopyrazolo[1,5-c]quinazolin-2-yl)acetamide). The solvent is [OH-].[K+] (potassium hydroxide). Yields the product NC1=NN2C(NC=3C=CC=CC3C2=C1)=O (2-Aminopyrazolo[1,5-c]quinazolin-5(6H)-one). RXN SMILES: [O:1]=[C:2]1[N:11]2[N:12]=[C:13]([NH:15]C(=O)C)[CH:14]=[C:10]2[C:9]2[CH:8]=[CH:7][CH:6]=[CH:5][C:4]=2[NH:3]1>[OH-].[K+]>[NH2:15][C:13]1[CH:14]=[C:10]2[N:11]([C:2](=[O:1])[NH:3][C:4]3[CH:5]=[CH:6][CH:7]=[CH:8][C:9]=32)[N:12]=1 |f:1.2|. Procedure: 10.0 g of N-(5,6-dihydro-5-oxopyrazolo[1,5-c]quinazolin-2-yl)acetamide is suspended in 973 ml of 10% ethanolic potassium hydroxide and refluxed for 3 hours. The reaction mixture is concentrated, cooled to room temperature, diluted with water and neutralized with acetic acid. The product is filtered off and dried.